describe an organic reaction: reactants, conditions, products, and yield From a dataset of the Open Reaction Database (ORD), a public repository of structured organic reaction records. The reactants are ClC=1C=CC(=NC1)O[C@@H]1C[C@@H]2N(CCNC2)C1 ((7R,8aS)-7-[(5-chloropyridin-2-yl)oxy]octahydropyrrolo[1,2-a]pyrazine), ClC1=NC(=CC=C1)C(F)(F)F (2-chloro-6-(trifluoromethyl)pyridine), C([O-])([O-])=O.[Na+].[Na+] (sodium carbonate). Run in CS(=O)C (dimethyl sulfoxide). Reaction conditions: temperature 100 celsius, time 4 day. Product: ClC=1C=CC(=NC1)O[C@@H]1C[C@@H]2N(CCN(C2)C2=NC(=CC=C2)C(F)(F)F)C1 ((7R,8aS)-7-[(5-chloropyridin-2-yl)oxy]-2-[6-(trifluoromethyl)pyridin-2-yl]-octahydropyrrolo[1,2-a]pyrazine). As a reaction SMILES: [Cl:1][C:2]1[CH:3]=[CH:4][C:5]([O:8][C@H:9]2[CH2:17][N:12]3[CH2:13][CH2:14][NH:15][CH2:16][C@@H:11]3[CH2:10]2)=[N:6][CH:7]=1.Cl[C:19]1[CH:24]=[CH:23][CH:22]=[C:21]([C:25]([F:28])([F:27])[F:26])[N:20]=1.C(=O)([O-])[O-].[Na+].[Na+]>CS(C)=O>[Cl:1][C:2]1[CH:3]=[CH:4][C:5]([O:8][C@H:9]2[CH2:17][N:12]3[CH2:13][CH2:14][N:15]([C:19]4[CH:24]=[CH:23][CH:22]=[C:21]([C:25]([F:28])([F:27])[F:26])[N:20]=4)[CH2:16][C@@H:11]3[CH2:10]2)=[N:6][CH:7]=1 |f:2.3.4|. Procedure: To a solution of Example 57 (76.2 mg, 0.3 mmol) in dimethyl sulfoxide (0.3 mL) was added 2-chloro-6-(trifluoromethyl)pyridine (87 mg, 0.48 mmol) and sodium carbonate (64 mg, 0.6 mmol). The mixture was stirred at 100° C. for 4 days and then concentrated. The residue was purified by chromatography on silica gel (ethyl acetate/methanol=10:1) to give the title compound. 1H NMR (400 MHz, DMSO-d6) δ ppm 1.90 (m, 2H), 2.22-2.36 (m, 3H), 2.58 (m, 1H), 2.90-3.08 (m, 2H), 3.62 (m, 1H), 4.30 (m, 1H), 4.44 ... The reactants are BrC=1SC(=C(N1)C(NC=1C=NN(C1[C@H]1OC[C@H]([C@@H](CC1)NC(=O)OC(C)(C)C)F)C)=O)NC(OC(C)(C)C)=O (tert-butyl N-[2-bromo-4-[[5-[(2S,5R,6S)-5-(tert-butoxycarbonylamino)-6-fluoro-oxepan-2-yl]-1-methyl-pyrazol-4-yl]carbamoyl]thiazol-5-yl]carbamate), BrC=1SC(=C(N1)C(NC=1C=NN(C1[C@H]1OC[C@H]([C@@H](CC1)NC(=O)OC(C)(C)C)F)C)=O)NC(OC(C)(C)C)=O (tert-butyl N-[2-bromo-4-[[5-[(2S,5R,6S)-5-(tert-butoxycarbonylamino)-6-fluoro-oxepan-2-yl]-1-methyl-pyrazol-4-yl]carbamoyl]thiazol-5-yl]carbamate), FC1=C(C(=CC=C1)C)B(O)O ((2-fluoro-6-methylphenyl)boronic acid). Product: NC1=C(N=C(S1)C1=C(C=CC=C1C)F)C(=O)NC=1C=NN(C1[C@H]1OC[C@H]([C@@H](CC1)N)F)C (5-amino-N-(5-((2S,5R,6S)-5-amino-6-fluorooxepan-2-yl)-1-methyl-1H-pyrazol-4-yl)-2-(2-fluoro-6-methylphenyl)thiazole-4-carboxamide). As a reaction SMILES: Br[C:2]1[S:3][C:4]([NH:32]C(=O)OC(C)(C)C)=[C:5]([C:7](=[O:31])[NH:8][C:9]2[CH:10]=[N:11][N:12]([CH3:30])[C:13]=2[C@@H:14]2[CH2:20][CH2:19][C@@H:18]([NH:21]C(OC(C)(C)C)=O)[C@H:17]([F:29])[CH2:16][O:15]2)[N:6]=1.[F:40][C:41]1[CH:46]=[CH:45][CH:44]=[C:43]([CH3:47])[C:42]=1B(O)O>>[NH2:32][C:4]1[S:3][C:2]([C:42]2[C:43]([CH3:47])=[CH:44][CH:45]=[CH:46][C:41]=2[F:40])=[N:6][C:5]=1[C:7]([NH:8][C:9]1[CH:10]=[N:11][N:12]([CH3:30])[C:13]=1[C@@H:14]1[CH2:20][CH2:19][C@@H:18]([NH2:21])[C@H:17]([F:29])[CH2:16][O:15]1)=[O:31]. Procedure: Following the procedure for Example 101 starting from tert-butyl N-[2-bromo-4-[[5-[(2S,5R,6S)-5-(tert-butoxycarbonylamino)-6-fluoro-oxepan-2-yl]-1-methyl-pyrazol-4-yl]carbamoyl]thiazol-5-yl]carbamate (Intermediate 95), and replacing 3,6-dihydro-2H-pyran-4-boronic acid pinacol ester with (2-fluoro-6-methylphenyl)boronic acid gave 330. 1H NMR (400 MHz, DMSO-d6) δ 9.13 (s, 1H), 7.72 (s, 1H), 7.43-7.32 (m, 3H), 7.21-7.11 (m, 2H), 4.74 (dd, J=11.0, 3.6 Hz, 1H), 4.40-4.17 (m, 2H), 4.16-4.03 (m, 1H), 4... The reactants are CC=1N=C2N(C=C(C=C2NCC2=C(C=CC=C2C)CC)C(=O)O)C1C (2,3-Dimethyl-8-(2-ethyl-6-methylbenzylamino)-imidazo[1,2-a]pyridine-6-carboxylic acid), [B-](F)(F)(F)F.CN(C)C(=[N+](C)C)ON1C2=CC=CC=C2N=N1 (o-Benzotriazol-1-yl-N,N,N′,N′-Tetramethyluronium tetrafluoroborate), C(Cl)Cl (methylene chloride), N1CCOCC1 (Morpholine). The solvent is C(C)OC(C)=O.C(Cl)Cl (ethylacetate methylene chloride). Reaction conditions: time 1.5 hour. Product: CC=1N=C2N(C=C(C=C2NCC2=C(C=CC=C2C)CC)C(=O)N2CCOCC2)C1C (2,3-dimethyl-8-(2-ethyl-6-methylbenzylamino)-6-(morpholinocarbonyl)-imidazo[1,2-a]pyridine). Yield: 67.1%. Reaction SMILES: [CH3:1][C:2]1[N:3]=[C:4]2[C:9]([NH:10][CH2:11][C:12]3[C:17]([CH3:18])=[CH:16][CH:15]=[CH:14][C:13]=3[CH2:19][CH3:20])=[CH:8][C:7]([C:21]([OH:23])=O)=[CH:6][N:5]2[C:24]=1[CH3:25].[B-](F)(F)(F)F.CN(C(ON1N=NC2C1=CC=CC=2)=[N+](C)C)C.C(Cl)Cl.[NH:51]1[CH2:56][CH2:55][O:54][CH2:53][CH2:52]1>C(OC(=O)C)C.C(Cl)Cl>[CH3:1][C:2]1[N:3]=[C:4]2[C:9]([NH:10][CH2:11][C:12]3[C:17]([CH3:18])=[CH:16][CH:15]=[CH:14][C:13]=3[CH2:19][CH3:20])=[CH:8][C:7]([C:21]([N:51]3[CH2:56][CH2:55][O:54][CH2:53][CH2:52]3)=[O:23])=[CH:6][N:5]2[C:24]=1[CH3:25] |f:1.2,5.6|. Reported procedure: 2,3-Dimethyl-8-(2-ethyl-6-methylbenzylamino)-imidazo[1,2-a]pyridine-6-carboxylic acid (0.15 g, 0.44 mmol) and o-Benzotriazol-1-yl-N,N,N′,N′-Tetramethyluronium tetrafluoroborate (TBTU)(0.14 g, 0.44 mmol) were added to methylene chloride (10 ml). Morpholine (0.12 g, 1.4 mmol) was added and the reaction mixture was stirred at ambient temperature for 1.5 h. The reaction mixture was added to a column with silica gel and purification by chromatography using ethylacetate:methylene chloride (1:1) as elu... Reactants: BrC1=C(C=C(C=C1)C(F)(F)F)[N+](=O)[O-] (4-bromo-3-nitro-benzotrifluoride), N1=CC=CC2=CC=CC=C12 (quinoline), ice, SC1=CC=C(C=C1)O (4-mercapto phenol). The reagents and catalysts are [Cu-]=O (copper (I) oxide), [Cu-]=O (copper (I) oxide), S1C(=CC=C1)C(=O)[O-].[Cu+2].S1C(=CC=C1)C(=O)[O-] (copper thiophenate). Run in N1=CC=CC=C1 (pyridine), C(C)O (ethanol), C(C)O (ethanol). Conditions: temperature 70 celsius. The product is [N+](=O)([O-])C1=C(C=CC(=C1)C(F)(F)F)SC1=CC=C(C=C1)O (4-(2-nitro-4-trifluoromethylphenylthio)phenol). As a reaction SMILES: [SH:1][C:2]1[CH:7]=[CH:6][C:5]([OH:8])=[CH:4][CH:3]=1.Br[C:10]1[CH:15]=[CH:14][C:13]([C:16]([F:19])([F:18])[F:17])=[CH:12][C:11]=1[N+:20]([O-:22])=[O:21].N1C2C(=CC=CC=2)C=CC=1>[Cu-]=O.S1C=CC=C1C([O-])=O.[Cu+2].S1C=CC=C1C([O-])=O.C(O)C.N1C=CC=CC=1>[N+:20]([C:11]1[CH:12]=[C:13]([C:16]([F:17])([F:18])[F:19])[CH:14]=[CH:15][C:10]=1[S:1][C:2]1[CH:7]=[CH:6][C:5]([OH:8])=[CH:4][CH:3]=1)([O-:22])=[O:21] |f:4.5.6|. Procedure: A mixture containing 12.6 g (0.10 mole) of 4-mercapto phenol, 7.15 g (0.05 mole) of copper (I) oxide, and 100 ml of absolute ethanol is heated at reflux under an atmosphere of dry nitrogen until conversion to the copper thiophenate is complete, as indicated by discharge of the reddish color of the copper (I) oxide. The resultant yellow mixture is cooled to 25°, 27.0 g (0.10 mole) of 4-bromo-3-nitro-benzotrifluoride, 100 ml of quinoline, and 10 ml of pyridine are added, and the reaction vessel is... The reactants are COC(=O)c1nc(C(Cc2ccc3ccccc3c2)NC(=O)OC(C)(C)C)sc1-c1ccccc1, CCO, [Li+], [OH-]. The product is CC(C)(C)OC(=O)NC(Cc1ccc2ccccc2c1)c1nc(C(=O)O)c(-c2ccccc2)s1. RXN SMILES: [CH3:1][O:2][C:3](=[O:4])[c:5]1[n:6][c:7]([CH:16]([CH2:17][c:18]2[cH:19][c:20]3[cH:21][cH:22][cH:23][cH:24][c:25]3[cH:26][cH:27]2)[NH:28][C:29](=[O:30])[O:31][C:32]([CH3:33])([CH3:34])[CH3:35])[s:8][c:9]1-[c:10]1[cH:11][cH:12][cH:13][cH:14][cH:15]1.[CH3:38][CH2:39][OH:40].[Li+:36].[OH-:37]>>[O:2]=[C:3]([OH:4])[c:5]1[n:6][c:7]([CH:16]([CH2:17][c:18]2[cH:19][c:20]3[cH:21][cH:22][cH:23][cH:24][c:25]3[cH:26][cH:27]2)[NH:28][C:29](=[O:30])[O:31][C:32]([CH3:33])([CH3:34])[CH3:35])[s:8][c:9]1-[c:10]1[cH:11][cH:12][cH:13][cH:14][cH:15]1. Starting materials: OBO, CC(=O)c1ccc(Br)cc1, COc1ccccc1CN(C(=O)c1sc2c(F)ccc(F)c2c1Cl)C1CCC(N(C)C(=O)OC(C)(C)C)CC1. Product: COc1ccc(-c2ccc(C(C)=O)cc2)cc1CN(C(=O)c1sc2c(F)ccc(F)c2c1Cl)C1CCC(N(C)C(=O)OC(C)(C)C)CC1. As a reaction SMILES: [BH:1]([OH:2])[OH:3].[Br:43][c:44]1[cH:45][cH:46][c:47]([C:50]([CH3:51])=[O:52])[cH:48][cH:49]1.[C:4](=[O:5])([O:6][C:7]([CH3:8])([CH3:9])[CH3:10])[N:11]([CH:12]1[CH2:13][CH2:14][CH:15]([N:18]([C:19](=[O:20])[c:21]2[c:22]([Cl:32])[c:23]3[c:24]([s:25]2)[c:26]([F:31])[cH:27][cH:28][c:29]3[F:30])[CH2:33][c:34]2[cH:35][cH:36][cH:37][cH:38][c:39]2[O:40][CH3:41])[CH2:16][CH2:17]1)[CH3:42]>>[C:4](=[O:5])([O:6][C:7]([CH3:8])([CH3:9])[CH3:10])[N:11]([CH:12]1[CH2:13][CH2:14][CH:15]([N:18]([C:19](=[O:20])[c:21]2[c:22]([Cl:32])[c:23]3[c:24]([s:25]2)[c:26]([F:31])[cH:27][cH:28][c:29]3[F:30])[CH2:33][c:34]2[cH:35][c:36](-[c:44]3[cH:45][cH:46][c:47]([C:50]([CH3:51])=[O:52])[cH:48][cH:49]3)[cH:37][cH:38][c:39]2[O:40][CH3:41])[CH2:16][CH2:17]1)[CH3:42]. Starting materials: C([O-])([O-])=O.[K+].[K+] (potassium carbonate), ClC(=CSC(=C(C#N)Cl)Cl)C#N (1,2-dichloro-2-cyano-vinyl 2-chloro-2-cyano-vinyl sulphide), S(=O)(=O)(Cl)Cl (sulphuryl chloride). Conditions: temperature 70 celsius, time 12 hour. The product is ClC(=C(C#N)Cl)SC(=C(C#N)Cl)Cl (bis-(1,2-dichloro-2-cyano-vinyl) sulphide). Run in C(Cl)Cl (methylene chloride), ClC(C)Cl (dichloroethane). Procedure details: 3.3 g of 1,2-dichloro-2-cyano-vinyl 2-chloro-2-cyano-vinyl sulphide were dissolved in 20 ml of methylene chloride, 2 g of potassium carbonate were added, and 2.15 g of sulphuryl chloride in 10 ml of dichloroethane were added dropwise at room temperature. The mixture was stirred at 70° C. for 12 hours and filtered, the filtrate was washed with water and concentrated and the resulting oil was chromatographed. 1.7 g of bis-(1,2-dichloro-2-cyano-vinyl) sulphide were obtained as an oil, which was ide... RXN SMILES: [Cl:1][C:2]([C:11]#[N:12])=[CH:3][S:4][C:5]([Cl:10])=[C:6]([Cl:9])[C:7]#[N:8].C(=O)([O-])[O-].[K+].[K+].S(Cl)([Cl:22])(=O)=O>C(Cl)Cl.ClC(Cl)C>[Cl:10][C:5]([S:4][C:3]([Cl:22])=[C:2]([Cl:1])[C:11]#[N:12])=[C:6]([Cl:9])[C:7]#[N:8] |f:1.2.3|. Isolated yield 45.0%. RXN SMILES: [Na+].[I-:2].[N:3]1([C:14]([O:16][C:17]([CH3:20])([CH3:19])[CH3:18])=[O:15])[CH2:8][CH2:7][CH:6]([C:9]([O:11][CH2:12]Cl)=[O:10])[CH2:5][CH2:4]1>C(#N)C>[N:3]1([C:14]([O:16][C:17]([CH3:20])([CH3:19])[CH3:18])=[O:15])[CH2:8][CH2:7][CH:6]([C:9]([O:11][CH2:12][I:2])=[O:10])[CH2:5][CH2:4]1 |f:0.1|. Reported procedure: To a solution of NaI (1.6 g, 11.09 mmol) in dry acetonitrile (8 mL) was added dropwise 1-tert-butyl 4-chloromethyl piperidine-1,4-dicarboxylate (2.8 g, 10.08 mmol) in 2 mL of acetonitrile. The mixture turned dark orange and was stirred at rt in the dark for 24 h. The reaction mixture was filtered to remove NaCl and the filtrate was concentrated in vacuo. The remaining residue was partitioned between DCM and 5% aq NaHSO3 solution. The organic layer was washed with water and brine, dried (Na2SO4),... Starting materials: [Na+].[I-] (NaI), N1(CCC(CC1)C(=O)OCCl)C(=O)OC(C)(C)C (1-tert-butyl 4-chloromethyl piperidine-1,4-dicarboxylate). Reaction conditions: time 24 hour. The solvent is C(C)#N (acetonitrile), C(C)#N (acetonitrile). The product is N1(CCC(CC1)C(=O)OCI)C(=O)OC(C)(C)C (1-tert-butyl 4-iodomethyl piperidine-1,4-dicarboxylate). Yield: 94.0%. Starting materials: C(CCCCCCCCCCC)N1C(C=CC1=O)=O (N-dodecylmaleimide), C(C)(C)(C)C1=C(C(=CC(=C1)S)C(C)(C)C)O (2,6-di-tert-butyl-4-mercaptophenol). The solvent is C(C)N(CC)CC (triethylamine). The product is C(CCCCCCCCCCC)N1C(C(CC1=O)SC1=CC(=C(C(=C1)C(C)(C)C)O)C(C)(C)C)=O (N-Dodecyl-2-(3,5-di-tert-butyl-4-hydroxyphenylthio)succinimide). The yield is 39.7%. RXN SMILES: [CH2:1]([N:13]1[C:17](=[O:18])[CH:16]=[CH:15][C:14]1=[O:19])[CH2:2][CH2:3][CH2:4][CH2:5][CH2:6][CH2:7][CH2:8][CH2:9][CH2:10][CH2:11][CH3:12].[C:20]([C:24]1[CH:29]=[C:28]([SH:30])[CH:27]=[C:26]([C:31]([CH3:34])([CH3:33])[CH3:32])[C:25]=1[OH:35])([CH3:23])([CH3:22])[CH3:21]>C(N(CC)CC)C>[CH2:1]([N:13]1[C:14](=[O:19])[CH2:15][CH:16]([S:30][C:28]2[CH:27]=[C:26]([C:31]([CH3:32])([CH3:33])[CH3:34])[C:25]([OH:35])=[C:24]([C:20]([CH3:23])([CH3:22])[CH3:21])[CH:29]=2)[C:17]1=[O:18])[CH2:2][CH2:3][CH2:4][CH2:5][CH2:6][CH2:7][CH2:8][CH2:9][CH2:10][CH2:11][CH3:12]. Procedure: The procedure of Example 1 is repeated using 13.27 grams N-dodecylmaleimide, 11.92 grams 2,6-di-tert-butyl-4-mercaptophenol, and 0.5 grams triethylamine. The sample is purified by dry column chromatography to give 10.0 grams of a clear syrup. Reactants: O=CCCCCCBr, CCCC[N+](CCCC)(CCCC)CCCC, C1CCOC1, C[Si](C)(C)C(F)(F)F, Cl, [F-]. The product is OC(CCCCCBr)C(F)(F)F. RXN SMILES: [Br:1][CH2:2][CH2:3][CH2:4][CH2:5][CH2:6][CH:7]=[O:8].[CH2:18]([N+:19]([CH2:20][CH2:21][CH2:22][CH3:23])([CH2:24][CH2:25][CH2:26][CH3:27])[CH2:28][CH2:29][CH2:30][CH3:31])[CH2:32][CH2:33][CH3:34].[CH2:36]1[O:37][CH2:38][CH2:39][CH2:40]1.[CH3:9][Si:10]([C:11]([F:12])([F:13])[F:14])([CH3:15])[CH3:16].[ClH:35].[F-:17]>>[Br:1][CH2:2][CH2:3][CH2:4][CH2:5][CH2:6][CH:7]([OH:8])[C:11]([F:12])([F:13])[F:14].